This data is from the Open Reaction Database (ORD), a public repository of structured organic reaction records. The task is: describe an organic reaction: reactants, conditions, products, and yield The reactants are C(C)(C)(C)OC(NC1=C(C=C(C(=C1)N(C)C)Cl)N)=O ((2-amino-4-chloro-5-dimethylamino-phenyl)-carbamic acid tert.-butyl ester), C(C)OC(CC(C1=CC(=CC=C1)N1N=NC=C1)=O)=O (3-oxo-3-(3-[1,2,3]triazol-1-yl-phenyl)-propionic acid ethyl ester). Product: C(C)(C)(C)OC(NC1=C(C=C(C(=C1)N(C)C)Cl)NC(CC(C1=CC(=CC=C1)N1N=NC=C1)=O)=O)=O ({4-Chloro-5-dimethylamino-2-[3-oxo-3-(3-[1,2,3]triazol-1-yl-phenyl)-propionylamino]-phenyl}-carbamic acid tert.-butyl ester), solid. RXN SMILES: [C:1]([O:5][C:6](=[O:19])[NH:7][C:8]1[CH:13]=[C:12]([N:14]([CH3:16])[CH3:15])[C:11]([Cl:17])=[CH:10][C:9]=1[NH2:18])([CH3:4])([CH3:3])[CH3:2].C([O:22][C:23](=O)[CH2:24][C:25](=[O:37])[C:26]1[CH:31]=[CH:30][CH:29]=[C:28]([N:32]2[CH:36]=[CH:35][N:34]=[N:33]2)[CH:27]=1)C>>[C:1]([O:5][C:6](=[O:19])[NH:7][C:8]1[CH:13]=[C:12]([N:14]([CH3:16])[CH3:15])[C:11]([Cl:17])=[CH:10][C:9]=1[NH:18][C:23](=[O:22])[CH2:24][C:25](=[O:37])[C:26]1[CH:31]=[CH:30][CH:29]=[C:28]([N:32]2[CH:36]=[CH:35][N:34]=[N:33]2)[CH:27]=1)([CH3:4])([CH3:2])[CH3:3]. Reported procedure: The title compound was prepared from (2-amino-4-chloro-5-dimethylamino-phenyl)-carbamic acid tert.-butyl ester (Example J1) (143 mg, 0.5 mmol) and 3-oxo-3-(3-[1,2,3]triazol-1-yl-phenyl)-propionic acid ethyl ester (Example K1) (150 mg, 0.58 mmol) according to the general procedure M. Obtained as a beige solid (160 mg). Reaction SMILES: C(OC(=O)[NH:7][CH2:8][CH2:9][CH2:10][N:11]([CH2:16][C:17]1[CH:22]=[CH:21][CH:20]=[C:19]([C:23]2[CH:28]=[CH:27][N:26]=[C:25](Cl)[N:24]=2)[CH:18]=1)[S:12]([CH3:15])(=[O:14])=[O:13])(C)(C)C.[F:31][C:32]1[CH:37]=[CH:36][C:35]([CH2:38][CH2:39][NH2:40])=[CH:34][CH:33]=1>>[NH2:7][CH2:8][CH2:9][CH2:10][N:11]([CH2:16][C:17]1[CH:22]=[CH:21][CH:20]=[C:19]([C:23]2[CH:28]=[CH:27][N:26]=[C:25]([NH:40][CH2:39][CH2:38][C:35]3[CH:36]=[CH:37][C:32]([F:31])=[CH:33][CH:34]=3)[N:24]=2)[CH:18]=1)[S:12]([CH3:15])(=[O:13])=[O:14]. Procedure: Intermediate 4 was coupled with 2-(4-fluoro-phenyl)-ethylamine following procedure F and the resulting product deprotected following procedure G. LC-MS showed the product had the expected M+H+ of 458. 1H NMR (Varian 300 MHz, CDCl3—CD3OD, shifts relative to the solvent peak at 7.24 ppm) δ 8.1 (m, 3H) 7.7 (m, 1H) 7.5 (m, 2H) 7.2 (m, 2H) 6.9 (m, 2H) 4.5 (s, 2H) 3.8 (m, 2H) 3.7 (m, 1H) 3.4 (m, 2H) 2.9 (m, 7H) 1.9 (s, 2H). The product is NCCCN(S(=O)(=O)C)CC1=CC(=CC=C1)C1=NC(=NC=C1)NCCC1=CC=C(C=C1)F (N-(3-Amino-propyl)-N-(3-{2-[2-(4-fluoro-phenyl)-ethylamino]-pyrimidin-4-yl}-benzyl)-methanesulfonamide). The reactants are C(C)(C)(C)OC(NCCCN(S(=O)(=O)C)CC1=CC(=CC=C1)C1=NC(=NC=C1)Cl)=O ((3-{[3-(2-Chloro-pyrimidin-4-yl)-benzyl]-methanesulfonyl-amino}-propyl)-carbamic acid tert-butyl ester), FC1=CC=C(C=C1)CCN (2-(4-fluoro-phenyl)-ethylamine), 458. The reactants are CC(C)(C)O, CC(C)(C)OC(=O)N1CCNCC1, Clc1cncc(Cl)n1, [Na+], [Na+], O=C([O-])[O-]. The product is CC(C)(C)OC(=O)N1CCN(c2cncc(Cl)n2)CC1. RXN SMILES: [C:28]([OH:29])([CH3:30])([CH3:31])[CH3:32].[C:9]([CH3:10])([CH3:11])([CH3:12])[O:13][C:14](=[O:15])[N:16]1[CH2:17][CH2:18][NH:19][CH2:20][CH2:21]1.[Cl:1][c:2]1[n:3][c:4]([Cl:8])[cH:5][n:6][cH:7]1.[Na+:22].[Na+:23].[O-:24][C:25](=[O:26])[O-:27]>>[c:2]1([N:19]2[CH2:18][CH2:17][N:16]([C:14]([O:13][C:9]([CH3:10])([CH3:11])[CH3:12])=[O:15])[CH2:21][CH2:20]2)[n:3][c:4]([Cl:8])[cH:5][n:6][cH:7]1. Reactants: CC(C)Oc1c(C(N)=O)sc2ccc([N+](=O)[O-])cc12, CC(=O)O. Yields the product CC(C)Oc1c(C(N)=O)sc2ccc(N)cc12. Reaction SMILES: [CH3:1][CH:2]([CH3:3])[O:4][c:5]1[c:6]2[c:7]([s:8][c:9]1[C:10](=[O:11])[NH2:12])[cH:13][cH:14][c:15]([N+:17]([O-:18])=[O:19])[cH:16]2.[CH3:20][C:21](=[O:22])[OH:23]>>[CH3:1][CH:2]([CH3:3])[O:4][c:5]1[c:6]2[c:7]([s:8][c:9]1[C:10](=[O:11])[NH2:12])[cH:13][cH:14][c:15]([NH2:17])[cH:16]2. The reactants are [H-].[Na+] (sodium hydride), ice water, CC1=NC2=C(C=C(C=C2C(=C1C)O)C(C)(C)C)F (2,3-dimethyl-6-t-butyl-8-fluoro-4-hydroxyquinoline), ClC(=O)OCCC (n-propyl chloroformate). Run in O1CCCC1 (tetrahydrofuran). Run at time 30 minute. The product is CC1=NC2=C(C=C(C=C2C(=C1C)C(=O)OCCC)C(C)(C)C)F (2,3-dimethyl-6-t-butyl-8-fluoro-4-n-propoxycarbonyl-quinoline). Reaction SMILES: [H-].[Na+].[CH3:3][C:4]1[C:13]([CH3:14])=[C:12](O)[C:11]2[C:6](=[C:7]([F:20])[CH:8]=[C:9]([C:16]([CH3:19])([CH3:18])[CH3:17])[CH:10]=2)[N:5]=1.Cl[C:22]([O:24][CH2:25][CH2:26][CH3:27])=[O:23]>O1CCCC1>[CH3:3][C:4]1[C:13]([CH3:14])=[C:12]([C:22]([O:24][CH2:25][CH2:26][CH3:27])=[O:23])[C:11]2[C:6](=[C:7]([F:20])[CH:8]=[C:9]([C:16]([CH3:19])([CH3:18])[CH3:17])[CH:10]=2)[N:5]=1 |f:0.1|. Procedure: In tetrahydrofuran (3 ml) was suspended 60% sodium hydride (20 mg). The compound 1 (124 mg) was added to the suspension under ice cooling, and the mixture was stirred for 30 min. Further, n-propyl chloroformate (200 μl) was added thereto, and the mixture was stirred for 3 hr. The reaction solution thus obtained was poured into ice water, and the mixture was extracted with ethyl acetate. The ethyl acetate layer was washed with a saturated aqueous sodium hydrogencarbonate solution and saturated br...